From a dataset of the Open Reaction Database (ORD), a public repository of structured organic reaction records. describe an organic reaction: reactants, conditions, products, and yield The reactants are BrB(Br)Br, ClCCl, COc1cccc(C2C(=O)NC(=O)C2c2cn3c4c(cccc24)CCC3)c1. The product is O=C1NC(=O)C(c2cn3c4c(cccc24)CCC3)C1c1cccc(O)c1. As a reaction SMILES: [B:28]([Br:29])([Br:30])[Br:31].[Cl:32][CH2:33][Cl:34].[c:1]1([CH:13]2[C:14](=[O:27])[NH:15][C:16](=[O:26])[CH:17]2[c:18]2[cH:19][c:20]([O:24][CH3:25])[cH:21][cH:22][cH:23]2)[cH:2][n:3]2[c:12]3[c:7]([cH:8][cH:9][cH:10][c:11]13)[CH2:6][CH2:5][CH2:4]2>>[c:1]1([CH:13]2[C:14](=[O:27])[NH:15][C:16](=[O:26])[CH:17]2[c:18]2[cH:19][c:20]([OH:24])[cH:21][cH:22][cH:23]2)[cH:2][n:3]2[c:12]3[c:7]([cH:8][cH:9][cH:10][c:11]13)[CH2:6][CH2:5][CH2:4]2. Starting materials: CCCC(=O)c1cc2c(=O)cc(C(=O)OCC)[nH]c2cc1C, CO, [K+], [OH-], O. Yields the product CCCC(=O)c1cc2c(=O)cc(C(=O)O)[nH]c2cc1C. As a reaction SMILES: [CH2:1]([CH3:2])[O:3][C:4](=[O:5])[c:6]1[nH:7][c:8]2[cH:9][c:10]([CH3:22])[c:11]([C:17]([CH2:18][CH2:19][CH3:20])=[O:21])[cH:12][c:13]2[c:14](=[O:16])[cH:15]1.[CH3:23][OH:24].[K+:26].[OH-:25].[OH2:27]>>[O:3]=[C:4]([OH:5])[c:6]1[nH:7][c:8]2[cH:9][c:10]([CH3:22])[c:11]([C:17]([CH2:18][CH2:19][CH3:20])=[O:21])[cH:12][c:13]2[c:14](=[O:16])[cH:15]1. RXN SMILES: [CH2:41]1[O:42][CH2:43][CH2:44][O:45][CH2:46]1.[Cl:1][c:2]1[cH:3][cH:4][c:5]2[n:6]([n:7]1)[c:8]([I:15])[c:9]([NH:11][C:12]([CH3:13])=[O:14])[n:10]2.[N:31]#[N:32].[Na+:25].[Na+:26].[O-:27][C:28](=[O:29])[O-:30].[OH2:40].[OH:33][C:34]([C:35]([F:36])([F:37])[F:38])=[O:39].[n:16]1[cH:17][cH:18][c:19]([B:22]([OH:23])[OH:24])[cH:20][cH:21]1>>[Cl:1][c:2]1[cH:3][cH:4][c:5]2[n:6]([n:7]1)[c:8](-[c:19]1[cH:18][cH:17][n:16][cH:21][cH:20]1)[c:9]([NH:11][C:12]([CH3:13])=[O:14])[n:10]2. Product: CC(=O)Nc1nc2ccc(Cl)nn2c1-c1ccncc1. The reactants are C1COCCO1, CC(=O)Nc1nc2ccc(Cl)nn2c1I, N#N, [Na+], [Na+], O=C([O-])[O-], O, O=C(O)C(F)(F)F, OB(O)c1ccncc1. Starting materials: C(CCC)NC(CCCC=CCC[C@H]1[C@H]2[C@@H]3CC[C@@H]([C@@]3(C)CC[C@@H]2C=2C=CC(=CC2C1)O)O)=O (N-n-butyl-8-(3,17β-dihydroxyoestra-1,3,5(10)-trien-7α-yl)oct-5-enamide). Reagents/catalysts: [Pd] (Palladium-on-charcoal). Run in C(C)(=O)OCC (ethyl acetate). Run at time 1 hour. The product is C(CCC)NC(CCCCCCC[C@H]1[C@H]2[C@@H]3CC[C@@H]([C@@]3(C)CC[C@@H]2C=2C=CC(=CC2C1)O)O)=O (N-n-butyl-8-(3,17β-dihydroxyoestra-1,3,5(10)-trien-7α-yl)octanamide). RXN SMILES: [CH2:1]([NH:5][C:6](=[O:34])[CH2:7][CH2:8][CH2:9][CH:10]=[CH:11][CH2:12][CH2:13][C@@H:14]1[CH2:31][C:30]2[CH:29]=[C:28]([OH:32])[CH:27]=[CH:26][C:25]=2[C@@H:24]2[C@@H:15]1[C@H:16]1[C@@:20]([CH2:22][CH2:23]2)([CH3:21])[C@@H:19]([OH:33])[CH2:18][CH2:17]1)[CH2:2][CH2:3][CH3:4]>[Pd].C(OCC)(=O)C>[CH2:1]([NH:5][C:6](=[O:34])[CH2:7][CH2:8][CH2:9][CH2:10][CH2:11][CH2:12][CH2:13][C@@H:14]1[CH2:31][C:30]2[CH:29]=[C:28]([OH:32])[CH:27]=[CH:26][C:25]=2[C@@H:24]2[C@@H:15]1[C@H:16]1[C@@:20]([CH2:22][CH2:23]2)([CH3:21])[C@@H:19]([OH:33])[CH2:18][CH2:17]1)[CH2:2][CH2:3][CH3:4]. Reported procedure: 5% Palladium-on-charcoal catalyst (0.025 g.) was added to a solution of N-n-butyl-8-(3,17β-dihydroxyoestra-1,3,5(10)-trien-7α-yl)oct-5-enamide (Example 3; 0.05 g.) in ethyl acetate (2.5 ml.) and the mixture was stirred at laboratory temperature under an atmosphere of hydrogen for 1 hour and then filtered. The filtrate was evaporated to dryness and there was thus obtained as oily residue N-n-butyl-8-(3,17β-dihydroxyoestra-1,3,5(10)-trien-7α-yl)octanamide, the structure of which was confirmed by s...